From a dataset of the Open Reaction Database (ORD), a public repository of structured organic reaction records. describe an organic reaction: reactants, conditions, products, and yield Starting materials: CC1(C)COC(c2ccc(Br)cc2)=N1, CC(C)c1cc(C=O)nn1C(C)(C)C, [Li]CCCC, [Cl-], [NH4+], C1CCOC1. Product: CC(C)c1cc(C(O)c2ccc(C3=NC(C)(C)CO3)cc2)nn1C(C)(C)C. As a reaction SMILES: [Br:1][c:2]1[cH:3][cH:4][c:5]([C:8]2=[N:12][C:11]([CH3:13])([CH3:14])[CH2:10][O:9]2)[cH:6][cH:7]1.[C:15]([CH3:16])([CH3:17])([CH3:18])[n:19]1[n:20][c:21]([CH:27]=[O:28])[cH:22][c:23]1[CH:24]([CH3:25])[CH3:26].[CH3:36][CH2:37][CH2:38][CH2:39][Li:40].[Cl-:29].[NH4+:30].[O:31]1[CH2:32][CH2:33][CH2:34][CH2:35]1>>[c:2]1([CH:27]([c:21]2[n:20][n:19]([C:15]([CH3:16])([CH3:17])[CH3:18])[c:23]([CH:24]([CH3:25])[CH3:26])[cH:22]2)[OH:28])[cH:3][cH:4][c:5]([C:8]2=[N:12][C:11]([CH3:13])([CH3:14])[CH2:10][O:9]2)[cH:6][cH:7]1. Reactants: O=C([O-])[O-], CS(C)=O, Cn1c(=O)c2c(c(C#N)c(N3CCCC(NC(=O)OC(C)(C)C)C3)n2Cc2ccccc2Cl)n(C)c1=O, [K+], [K+], O, OO. Product: Cn1c(=O)c2c(c(C(N)=O)c(N3CCCC(NC(=O)OC(C)(C)C)C3)n2Cc2ccccc2Cl)n(C)c1=O. As a reaction SMILES: [C:42]([O-:43])(=[O:44])[O-:45].[CH3:1][S:2](=[O:3])[CH3:4].[Cl:5][c:6]1[c:7]([CH2:8][n:9]2[c:10]([N:24]3[CH2:25][CH:26]([NH:30][C:31]([O:32][C:33]([CH3:34])([CH3:35])[CH3:36])=[O:37])[CH2:27][CH2:28][CH2:29]3)[c:11]([C:22]#[N:23])[c:12]3[n:13]([CH3:21])[c:14](=[O:20])[n:15]([CH3:19])[c:16](=[O:18])[c:17]23)[cH:38][cH:39][cH:40][cH:41]1.[K+:46].[K+:47].[OH2:50].[OH:48][OH:49]>>[Cl:5][c:6]1[c:7]([CH2:8][n:9]2[c:10]([N:24]3[CH2:25][CH:26]([NH:30][C:31]([O:32][C:33]([CH3:34])([CH3:35])[CH3:36])=[O:37])[CH2:27][CH2:28][CH2:29]3)[c:11]([C:22]([NH2:23])=[O:43])[c:12]3[n:13]([CH3:21])[c:14](=[O:20])[n:15]([CH3:19])[c:16](=[O:18])[c:17]23)[cH:38][cH:39][cH:40][cH:41]1.